Dataset: the Open Reaction Database (ORD), a public repository of structured organic reaction records. Task: describe an organic reaction: reactants, conditions, products, and yield The reactants are BrC1=CC(=C(C#N)C=C1)C (4-bromo-2-methylbenzonitrile), C(C)(C)(C)OC(N(C)C)N(C)C (1-tert-butoxy-N,N,N′,N′-tetramethylmethanediamine). Run at temperature 140 celsius, time 2 hour. Product: BrC1=CC(=C(C#N)C=C1)\C=C\N(C)C (4-Bromo-2-[(E)-2-(dimethylamino)ethenyl]benzonitrile). Reaction SMILES: [Br:1][C:2]1[CH:9]=[CH:8][C:5]([C:6]#[N:7])=[C:4]([CH3:10])[CH:3]=1.C(O[CH:16](N(C)C)[N:17]([CH3:19])[CH3:18])(C)(C)C>>[Br:1][C:2]1[CH:9]=[CH:8][C:5]([C:6]#[N:7])=[C:4](/[CH:10]=[CH:16]/[N:17]([CH3:19])[CH3:18])[CH:3]=1. Procedure details: A solution of 4-bromo-2-methylbenzonitrile (1.0 g) dissolved in 1-tert-butoxy-N,N,N′,N′-tetramethylmethanediamine (2.11 ml) was stirred at 140° C. for 2 h (flask open to evaporate t-butanol). The reaction mixture was diluted with water (250 mL), and extracted with ethyl acetate (350 mL). The organic was dried (MgSO4), filtered and evaporated to afford the crude product. The crude product was triturated with isohexane overnight to afford the subtitle compound (0.75 g) as a solid. Starting materials: CCN(C(C)C)C(C)C, COC(=O)C(=O)Cl, ClCCl, Cl, CNCCF. The product is COC(=O)C(=O)N(C)CCF. As a reaction SMILES: [CH:7]([N:8]([CH:9]([CH3:10])[CH3:11])[CH2:12][CH3:13])([CH3:14])[CH3:15].[Cl:16][C:17]([C:18](=[O:19])[O:20][CH3:21])=[O:22].[Cl:23][CH2:24][Cl:25].[ClH:1].[F:2][CH2:3][CH2:4][NH:5][CH3:6]>>[F:2][CH2:3][CH2:4][N:5]([CH3:6])[C:17]([C:18](=[O:19])[O:20][CH3:21])=[O:22]. Starting materials: O=C([O-])[O-], CCOC(=O)c1sc(-c2cccc(OC)c2)nc1CBr, CCOC(=O)CNCc1ccc(OC)cc1OC, CN(C)C=O, [K+], [K+]. Yields the product CCOC(=O)CN(Cc1ccc(OC)cc1OC)Cc1nc(-c2cccc(OC)c2)sc1C(=O)OCC. Reaction SMILES: [C:39](=[O:40])([O-:41])[O-:42].[CH2:1]([CH3:2])[O:3][C:4](=[O:5])[c:6]1[c:7]([CH2:19][Br:20])[n:8][c:9](-[c:11]2[cH:12][c:13]([O:17][CH3:18])[cH:14][cH:15][cH:16]2)[s:10]1.[CH2:21]([CH3:22])[O:23][C:24]([CH2:25][NH:26][CH2:27][c:28]1[c:29]([O:36][CH3:37])[cH:30][c:31]([O:34][CH3:35])[cH:32][cH:33]1)=[O:38].[CH3:45][N:46]([CH3:47])[CH:48]=[O:49].[K+:43].[K+:44]>>[CH2:1]([CH3:2])[O:3][C:4](=[O:5])[c:6]1[c:7]([CH2:19][N:26]([CH2:25][C:24]([O:23][CH2:21][CH3:22])=[O:38])[CH2:27][c:28]2[c:29]([O:36][CH3:37])[cH:30][c:31]([O:34][CH3:35])[cH:32][cH:33]2)[n:8][c:9](-[c:11]2[cH:12][c:13]([O:17][CH3:18])[cH:14][cH:15][cH:16]2)[s:10]1. Reactants: CC(C)(C)O, C1CCOC1, C=CCC(C)CC1CC(=O)N(C(C)c2ccccc2)C1, [O-][I+3]([O-])([O-])[O-], [Na+], O=[Os](=O)(=O)=O, O. Yields the product CC(CCO)CC1CC(=O)N(C(C)c2ccccc2)C1. As a reaction SMILES: [C:27]([OH:28])([CH3:29])([CH3:30])[CH3:31].[CH2:32]1[O:33][CH2:34][CH2:35][CH2:36]1.[CH3:1][CH:2]([CH2:3][CH:4]1[CH2:5][C:6](=[O:17])[N:7]([CH:9]([CH3:10])[c:11]2[cH:12][cH:13][cH:14][cH:15][cH:16]2)[CH2:8]1)[CH2:18][CH:19]=[CH2:20].[I+3:21]([O-:22])([O-:23])([O-:24])[O-:25].[Na+:26].[O:38]=[Os:39](=[O:40])(=[O:41])=[O:42].[OH2:37]>>[CH3:1][CH:2]([CH2:3][CH:4]1[CH2:5][C:6](=[O:17])[N:7]([CH:9]([CH3:10])[c:11]2[cH:12][cH:13][cH:14][cH:15][cH:16]2)[CH2:8]1)[CH2:18][CH2:19][OH:22]. Starting materials: CN(C)C=O, O=C(Cl)C(=O)Cl, ClCCl, O=C(O)c1cnccc1C(F)(F)F. Product: [Cl-], O=C(O)c1cnccc1C(F)(F)F. Reaction SMILES: [CH3:20][N:21]([CH3:22])[CH:23]=[O:24].[Cl:1][C:2]([C:3]([Cl:4])=[O:5])=[O:6].[Cl:25][CH2:26][Cl:27].[F:7][C:8]([c:9]1[cH:10][cH:11][n:12][cH:13][c:14]1[C:15](=[O:16])[OH:17])([F:18])[F:19]>>[Cl-:1].[F:7][C:8]([c:9]1[cH:10][cH:11][n:12][cH:13][c:14]1[C:15](=[O:16])[OH:17])([F:18])[F:19]. Reactants: C(C)OC(C(C(=O)OCC)C1=NC=CC=C1[N+](=O)[O-])=O (diethyl(3-nitropyridin-2-yl)malonate), Cl (hydrochloric acid). Run in O (water). Reaction conditions: temperature 100 celsius, time 3 hour. Yields the product CC1=NC=CC=C1[N+](=O)[O-] (2-Methyl-3-nitropyridine). As a reaction SMILES: C(OC(=O)[CH:5]([C:11]1[C:16]([N+:17]([O-:19])=[O:18])=[CH:15][CH:14]=[CH:13][N:12]=1)C(OCC)=O)C.Cl>O>[CH3:5][C:11]1[C:16]([N+:17]([O-:19])=[O:18])=[CH:15][CH:14]=[CH:13][N:12]=1. Reported procedure: A mixture of 43 g (115 mmol) of diethyl(3-nitropyridin-2-yl)malonate (purity approximately 75%; Example 3.a) and 150 ml of 18% strength hydrochloric acid was stirred for 3 hours at 100 ° C. After the mixture had cooled to room temperature (approximately 25° C.), it was diluted with water and extracted using tert-butyl methyl ether. The aqueous phase was evaporated under reduced pressure, and the resulting crystalline residue was taken up in (aqueous) Na2CO3 solution. The Na2CO3 solution was extr... The reactants are ClC1=C(N)C=CC(=C1)S(=O)(=O)CCCCCCCCCCCC (2-chloro- 4-dodecylsulfonylaniline), COC(CC(=O)OCC)(OC)OC (ethyl 3,3,3-trimethoxypropionate), C1(=CC=CC=C1)C (toluene), ClC1=CC=C(C=C1)NN (4-chlorophenylhydrazine). The reagents and catalysts are S(O)(O)(=O)=O (sulfuric acid). Solvent: C(C)(=O)O (acetic acid). Conditions: temperature 110 celsius, time 22 hour. Product: ClC1=C(NC2=NN(C(C2)=O)C2=CC=C(C=C2)Cl)C=CC(=C1)S(=O)(=O)CCCCCCCCCCCC (3-(2-Chloro-4-dodecylsulfonylanilino)-4,5-dihydro-5-oxo-1-(4-chlorophenyl)-1H-pyrazole). Reaction SMILES: [Cl:1][C:2]1[CH:8]=[C:7]([S:9]([CH2:12][CH2:13][CH2:14][CH2:15][CH2:16][CH2:17][CH2:18][CH2:19][CH2:20][CH2:21][CH2:22][CH3:23])(=[O:11])=[O:10])[CH:6]=[CH:5][C:3]=1[NH2:4].CO[C:26](OC)(OC)[CH2:27][C:28]([O:30]CC)=O.C1(C)C=CC=CC=1.[Cl:44][C:45]1[CH:50]=[CH:49][C:48]([NH:51][NH2:52])=[CH:47][CH:46]=1>S(=O)(=O)(O)O.C(O)(=O)C>[Cl:1][C:2]1[CH:8]=[C:7]([S:9]([CH2:12][CH2:13][CH2:14][CH2:15][CH2:16][CH2:17][CH2:18][CH2:19][CH2:20][CH2:21][CH2:22][CH3:23])(=[O:11])=[O:10])[CH:6]=[CH:5][C:3]=1[NH:4][C:26]1[CH2:27][C:28](=[O:30])[N:51]([C:48]2[CH:49]=[CH:50][C:45]([Cl:44])=[CH:46][CH:47]=2)[N:52]=1. Procedure: A stirred mixture of 2-chloro- 4-dodecylsulfonylaniline (21.9 g, 0.061 moles), ethyl 3,3,3-trimethoxypropionate (11.7 g, 0.061 moles) and toluene (100 ml) was heated in an oil-bath at 110° C. until solution was attained. Concentrated sulfuric acid (4 drops) was added and the stirred mixture was heated for 2-25 hours allowing volatiles to distill off. The solution was cooled and the solvent was removed on the rotavapor to leave an oil. The oil was dissolved in glacial acetic acid (100 ml) and 4-c... Starting materials: N1=CN=C2N=CNC2=C1N (adenine), N1C(=O)NC(=O)C(C)=C1 (thymine), [C@@H]1([C@H](O)[C@H](O)[C@@H](CO)O1)N1C=NC=2C(N)=NC=NC12 (adenosine), Gln amino acid, Lys amino acid, nucleic acids, nucleic acid, N[C@@H](CCC(O)=O)C(=O)O (Glu). Product: N[C@@H](CC(O)=O)C(=O)O (Asp), N[C@@H](CC(N)=O)C(=O)O (Asn). As a reaction SMILES: [NH:1]1[CH:9]=[C:7](C)[C:5](=[O:6])[NH:4]C1=O.N1C(N)=C2C(N=CN2)=NC=1.N[C@H](C(O)=O)CC[C:24](=[O:26])[OH:25].[C@@H]1(N2C3N=CN=C(N)C=3N=C2)O[C@H](CO)[C@@H](O)[C@H]1[OH:32]>>[NH2:1][C@H:9]([C:24]([OH:26])=[O:25])[CH2:7][C:5](=[O:6])[OH:32].[NH2:1][C@H:9]([C:24]([OH:26])=[O:25])[CH2:7][C:5](=[O:6])[NH2:4]. Reported procedure: For diagnosis of a genetic disease where the mutation that causes the disease is known, the invention provides methods which enable detection of the presence of heteroduplexes between patient and reference nucleic acids. The invention utilizes known methods of nucleic acid hybridization to form duplexes of test and references strands, and provides inventive methods for the sensitive detection of even a single base pair mismatch in a heteroduplex. Thus, a genetic disease, one example of which is ... Reactants: O=C([O-])[O-], CN(C)C=O, [K+], [K+], CN(C)CCCC(=O)Nc1ccc(-c2nnc(CN(CCOc3ccccc3)S(=O)(=O)c3ccccc3[N+](=O)[O-])o2)cc1, O, Sc1ccccc1. The product is CN(C)CCCC(=O)Nc1ccc(-c2nnc(CNCCOc3ccccc3)o2)cc1. Reaction SMILES: [C:44](=[O:45])([O-:46])[O-:47].[CH3:57][N:58]([CH3:59])[CH:60]=[O:61].[K+:48].[K+:49].[N+:1]([c:2]1[cH:3][cH:4][cH:5][cH:6][c:7]1[S:8](=[O:9])(=[O:10])[N:13]([CH2:14][CH2:15][O:16][c:17]1[cH:18][cH:19][cH:20][cH:21][cH:22]1)[CH2:23][c:24]1[o:25][c:26](-[c:29]2[cH:30][cH:31][c:32]([NH:35][C:36]([CH2:37][CH2:38][CH2:39][N:40]([CH3:41])[CH3:42])=[O:43])[cH:33][cH:34]2)[n:27][n:28]1)([O-:11])=[O:12].[OH2:62].[SH:50][c:51]1[cH:52][cH:53][cH:54][cH:55][cH:56]1>>[NH:13]([CH2:14][CH2:15][O:16][c:17]1[cH:18][cH:19][cH:20][cH:21][cH:22]1)[CH2:23][c:24]1[o:25][c:26](-[c:29]2[cH:30][cH:31][c:32]([NH:35][C:36]([CH2:37][CH2:38][CH2:39][N:40]([CH3:41])[CH3:42])=[O:43])[cH:33][cH:34]2)[n:27][n:28]1. Reported procedure: To a mixture of tert-butyl (2-fluoro-5-aminophenyl)carbamate (2.02 g, 8.93 mmol), K2CO3 (2.47 g, 17.86 mmoll) and NaI (4.02 g, 26.79 mmol) in DMF (60 mL) was added 2,2′-dichlorodiethyl ether (1.28 g, 8.93 mmol) slowly at 150° C. under N2. The reaction was heated at 150° C. overnight, then cooled to rt, poured into water (200 mL) and extracted with CH2Cl2 (200 mL×2). The combined organic phases were washed with water (200 mL×2) and brine (200 mL), dried over anhydrous Na2SO4 and concentrated in v... The reactants are C(CCl)OCCCl (2,2′-dichlorodiethyl ether), FC1=C(C=C(C=C1)N)NC(OC(C)(C)C)=O (tert-butyl (2-fluoro-5-aminophenyl)carbamate), C(=O)([O-])[O-].[K+].[K+] (K2CO3), [Na+].[I-] (NaI). The product is FC1=C(C=C(C=C1)N1CCOCC1)NC(OC(C)(C)C)=O (tert-butyl (2-fluoro-5-morpholinophenyl)carbamate). As a reaction SMILES: [F:1][C:2]1[CH:7]=[CH:6][C:5]([NH2:8])=[CH:4][C:3]=1[NH:9][C:10](=[O:16])[O:11][C:12]([CH3:15])([CH3:14])[CH3:13].C([O-])([O-])=O.[K+].[K+].[Na+].[I-].[CH2:25]([O:28][CH2:29][CH2:30]Cl)[CH2:26]Cl>CN(C=O)C.O>[F:1][C:2]1[CH:7]=[CH:6][C:5]([N:8]2[CH2:30][CH2:29][O:28][CH2:25][CH2:26]2)=[CH:4][C:3]=1[NH:9][C:10](=[O:16])[O:11][C:12]([CH3:13])([CH3:15])[CH3:14] |f:1.2.3,4.5|. The solvent is CN(C)C=O (DMF), O (water). Yield: 35.1%. Reaction conditions: temperature 150 celsius.